Dataset: the Open Reaction Database (ORD), a public repository of structured organic reaction records. Task: describe an organic reaction: reactants, conditions, products, and yield Reactants: BrC1=CC=C(C=C1)[C@@H](CC(=O)C1=CC(=NC=C1)C)C1=C(C=CC=C1)C ((R)-3-(4-Bromo-phenyl)-1-(2-methyl-pyridin-4-yl)-3-o-tolyl-propan-1-one), CC1(OB(OC1(C)C)C1=CCN(CC1)C(=O)OC(C)(C)C)C (tert-butyl 4-(4,4,5,5-tetramethyl-1,3,2-dioxaborolan-2-yl)-5,6-dihydropyridine-1(2H)-carboxylate), [1,1′-bis(diphenyl-phosphino)ferrocene]dichloropalladium(II) dichloromethane, C([O-])([O-])=O.[Na+].[Na+] (sodium carbonate). The solvent is O1CCOCC1 (1,4-dioxane), O (water). Run at temperature 85 celsius. Yields the product CC1=NC=CC(=C1)C(C[C@@H](C1=C(C=CC=C1)C)C1=CC=C(C=C1)C1=CCN(CC1)C(=O)OC(C)(C)C)=O ((R)-tert-Butyl 4-(4-(3-(2-methylpyridin-4-yl)-3-oxo-1-o-tolylpropyl)phenyl)-5,6-dihydropyridine-1(2H)-carboxylate). The yield is 96.6%. Reaction SMILES: Br[C:2]1[CH:7]=[CH:6][C:5]([C@H:8]([C:19]2[CH:24]=[CH:23][CH:22]=[CH:21][C:20]=2[CH3:25])[CH2:9][C:10]([C:12]2[CH:17]=[CH:16][N:15]=[C:14]([CH3:18])[CH:13]=2)=[O:11])=[CH:4][CH:3]=1.CC1(C)C(C)(C)OB([C:34]2[CH2:39][CH2:38][N:37]([C:40]([O:42][C:43]([CH3:46])([CH3:45])[CH3:44])=[O:41])[CH2:36][CH:35]=2)O1.C(=O)([O-])[O-].[Na+].[Na+]>O1CCOCC1.O>[CH3:18][C:14]1[CH:13]=[C:12]([C:10](=[O:11])[CH2:9][C@H:8]([C:5]2[CH:6]=[CH:7][C:2]([C:34]3[CH2:39][CH2:38][N:37]([C:40]([O:42][C:43]([CH3:44])([CH3:45])[CH3:46])=[O:41])[CH2:36][CH:35]=3)=[CH:3][CH:4]=2)[C:19]2[CH:24]=[CH:23][CH:22]=[CH:21][C:20]=2[CH3:25])[CH:17]=[CH:16][N:15]=1 |f:2.3.4|. Procedure details: A mixture of (R)-3-(4-bromophenyl)-1-(2-methylpyridin-4-yl)-3-o-tolylpropan-1-one (example 142, step 2; 300 mg, 761 μmol), tert-butyl 4-(4,4,5,5-tetramethyl-1,3,2-dioxaborolan-2-yl)-5,6-dihydropyridine-1(2H)-carboxylate (353 mg, 1.14 mmol), [1,1′-bis(diphenyl-phosphino)ferrocene]dichloropalladium(II) dichloromethane adduct (27.8 mg, 38.0 μmol) in 1,4-dioxane (7.5 mL), water (5 mL) and 2 M aq. sodium carbonate solution (1.14 mL, 2.28 mmol) was heated at 85° C. for 4 h, then after cooling partitio... Starting materials: CI (Methyl iodide), C1CCOC1 (THF), OC12CC3N(C(CC(C1)C3)C2)C(=O)OC(C)(C)C (tert-butyl 5-hydroxy-2-azatricyclo[3.3.1.13,7]decane-2-carboxylate), [H-].[K+] (Potassium hydride). The solvent is CCOC(=O)C (EtOAc). Run at time 30 minute. The product is COC12CC3N(C(CC(C1)C3)C2)C(=O)OC(C)(C)C (tert-butyl 5-methoxy-2-azatricyclo[3.3.1.13,7]decane-2-carboxylate). Isolated yield 70.0%. RXN SMILES: [CH2:1]1[CH2:5][O:4][CH2:3][CH2:2]1.O[C:7]12[CH2:16]C3CC([CH2:15][CH:9]([N:10]3[C:17]([O:19][C:20]([CH3:23])([CH3:22])[CH3:21])=[O:18])[CH2:8]1)[CH2:14]2.[H-].[K+].CI>CCOC(C)=O>[CH3:3][O:4][C:5]12[CH2:1][CH:2]3[CH2:16][CH:7]([CH2:8][CH:9]([N:10]3[C:17]([O:19][C:20]([CH3:23])([CH3:22])[CH3:21])=[O:18])[CH2:15]1)[CH2:14]2 |f:2.3|. Procedure: A 15 mL seal tube fitted with magnetic stirrer was charged with 5 mL of THF, tert-butyl 5-hydroxy-2-azatricyclo[3.3.1.13,7]decane-2-carboxylate, Intermediate-6 (0.15 g, 0.5 mmol). Potassium hydride (47 mg, 1.1 mmol) was added to this mixture at 0° C., under N2 atm. The reaction mixture was then stirred at room temperature for 30 minutes. Methyl iodide was slowly added (0.12 g, 0.8 mmol) at 0° C. and the resulting reaction mass was refluxed at 60° C. under sealed condition for 12 hrs. After compl...